This data is from the Open Reaction Database (ORD), a public repository of structured organic reaction records. The task is: describe an organic reaction: reactants, conditions, products, and yield The reactants are CCO, COC(=O)C(C)n1ccc2cc(OCc3ccccc3)ccc21, CCO, O=C[O-], [NH4+], [OH-], [OH-], O, [Pd+2]. The product is COC(=O)C(C)n1ccc2cc(O)ccc21. As a reaction SMILES: [CH2:32]([OH:33])[CH3:34].[CH3:1][O:2][C:3]([CH:4]([CH3:5])[n:6]1[cH:7][cH:8][c:9]2[cH:10][c:11]([O:15][CH2:16][c:17]3[cH:18][cH:19][cH:20][cH:21][cH:22]3)[cH:12][cH:13][c:14]12)=[O:23].[CH3:28][CH2:29][OH:30].[CH:24]([O-:25])=[O:26].[NH4+:27].[OH-:35].[OH-:37].[OH2:31].[Pd+2:36]>>[CH3:1][O:2][C:3]([CH:4]([CH3:5])[n:6]1[cH:7][cH:8][c:9]2[cH:10][c:11]([OH:15])[cH:12][cH:13][c:14]12)=[O:23].